Dataset: the Open Reaction Database (ORD), a public repository of structured organic reaction records. Task: describe an organic reaction: reactants, conditions, products, and yield Reactants: CCOC(=O)C1(C2CN(C(C)c3ccccc3)C(=O)C2F)CC1, COc1ccc(P2(=S)SP(=S)(c3ccc(OC)cc3)S2)cc1, Cc1ccccc1. Yields the product CCOC(=O)C1(C2CN(C(C)c3ccccc3)C(=S)C2F)CC1. RXN SMILES: [CH2:1]([CH3:2])[O:3][C:4](=[O:5])[C:6]1([CH:9]2[CH:10]([F:23])[C:11](=[O:22])[N:12]([CH:14]([CH3:15])[c:16]3[cH:17][cH:18][cH:19][cH:20][cH:21]3)[CH2:13]2)[CH2:7][CH2:8]1.[CH3:24][O:25][c:26]1[cH:27][cH:28][c:29]([P:30]2(=[S:33])[S:31][P:32]([c:34]3[cH:35][cH:36][c:37]([O:38][CH3:39])[cH:40][cH:41]3)(=[S:42])[S:43]2)[cH:44][cH:45]1.[CH3:46][c:47]1[cH:48][cH:49][cH:50][cH:51][cH:52]1>>[CH2:1]([CH3:2])[O:3][C:4](=[O:5])[C:6]1([CH:9]2[CH:10]([F:23])[C:11](=[S:33])[N:12]([CH:14]([CH3:15])[c:16]3[cH:17][cH:18][cH:19][cH:20][cH:21]3)[CH2:13]2)[CH2:7][CH2:8]1. Starting materials: C1CCOC1, COC(=O)c1cscc1NC(=O)COc1ccc(-c2ccccc2Cl)cn1, CCO, Cl, [Na+], [OH-], O. The product is O=C(COc1ccc(-c2ccccc2Cl)cn1)Nc1cscc1C(=O)O. Reaction SMILES: [CH2:30]1[O:31][CH2:32][CH2:33][CH2:34]1.[CH3:1][O:2][C:3](=[O:4])[c:5]1[cH:6][s:7][cH:8][c:9]1[NH:10][C:11]([CH2:12][O:13][c:14]1[n:15][cH:16][c:17](-[c:20]2[c:21]([Cl:26])[cH:22][cH:23][cH:24][cH:25]2)[cH:18][cH:19]1)=[O:27].[CH3:36][CH2:37][OH:38].[ClH:35].[Na+:29].[OH-:28].[OH2:39]>>[O:2]=[C:3]([OH:4])[c:5]1[cH:6][s:7][cH:8][c:9]1[NH:10][C:11]([CH2:12][O:13][c:14]1[n:15][cH:16][c:17](-[c:20]2[c:21]([Cl:26])[cH:22][cH:23][cH:24][cH:25]2)[cH:18][cH:19]1)=[O:27]. Starting materials: ClC1=CC=C(C=N1)COC1CCN(CC1)C(=O)OC(C)(C)C (tert-butyl 4-((6-chloropyridin-3-yl)methoxy)piperidine-1-carboxylate), CS(=O)(=O)C=1C=C2C=CNC2=CC1 (5-(methylsulfonyl)-1H-indole). Yields the product C(C)(C)(C)OC(=O)N1CCC(CC1)OCC=1C=NC(=CC1)N1C=CC2=CC(=CC=C12)S(=O)(=O)C (tert-Butyl-4-((6-(5-(methylsulfonyl)-1H-indol-1-yl)pyridin-3-yl) methoxy)piperidine-1-carboxylate). RXN SMILES: Cl[C:2]1[N:7]=[CH:6][C:5]([CH2:8][O:9][CH:10]2[CH2:15][CH2:14][N:13]([C:16]([O:18][C:19]([CH3:22])([CH3:21])[CH3:20])=[O:17])[CH2:12][CH2:11]2)=[CH:4][CH:3]=1.[CH3:23][S:24]([C:27]1[CH:28]=[C:29]2[C:33](=[CH:34][CH:35]=1)[NH:32][CH:31]=[CH:30]2)(=[O:26])=[O:25]>>[C:19]([O:18][C:16]([N:13]1[CH2:14][CH2:15][CH:10]([O:9][CH2:8][C:5]2[CH:6]=[N:7][C:2]([N:32]3[C:33]4[C:29](=[CH:28][C:27]([S:24]([CH3:23])(=[O:26])=[O:25])=[CH:35][CH:34]=4)[CH:30]=[CH:31]3)=[CH:3][CH:4]=2)[CH2:11][CH2:12]1)=[O:17])([CH3:22])([CH3:21])[CH3:20]. Procedure: The title compound was prepared by following a procedure described in Intermediate-27 by using tert-butyl 4-((6-chloropyridin-3-yl)methoxy)piperidine-1-carboxylate and 5-(methylsulfonyl)-1H-indole (0.410 g, 27.70%); MS: 386.32 (M−100). The reactants are [Br-], CCOC(C)=O, Fc1ccc(C[Mg+])cc1F, Nc1cccc(Cl)c1C=O. Yields the product Nc1cccc(Cl)c1C(O)Cc1ccc(F)c(F)c1. Reaction SMILES: [Br-:11].[CH3:22][CH2:23][O:24][C:25](=[O:26])[CH3:27].[F:12][c:13]1[cH:14][c:15]([CH2:16][Mg+:17])[cH:18][cH:19][c:20]1[F:21].[NH2:1][c:2]1[c:3]([CH:4]=[O:5])[c:6]([Cl:10])[cH:7][cH:8][cH:9]1>>[NH2:1][c:2]1[c:3]([CH:4]([OH:5])[CH2:16][c:15]2[cH:14][c:13]([F:12])[c:20]([F:21])[cH:19][cH:18]2)[c:6]([Cl:10])[cH:7][cH:8][cH:9]1. Starting materials: FC=1C=C(OC2COCCC2)C=C(C1B1OC(C(O1)(C)C)(C)C)F (3-[3,5-difluoro-4-(4,4,5,5-tetramethyl-1,3,2-dioxaborolan-2-yl)phenoxy]tetrahydro-2H-pyran), BrC1=C(C=CC(=N1)C(=O)OC)F (methyl 6-bromo-5-fluoropyridine-2-carboxylate), CCN(C(C)C)C(C)C (DIPEA). The reagents and catalysts are CC(C)([P](C(C)(C)C)([Pd][P](C(C)(C)C)(C(C)(C)C)C(C)(C)C)C(C)(C)C)C (bis(tri-tert-butylphosphine)palladium). Run in O1CCOCC1 (1,4-dioxane), O (water). Conditions: temperature 120 celsius. The product is FC1=C(C(=CC(=C1)OC1COCCC1)F)C1=C(C=CC(=N1)C(=O)OC)F (methyl 6-[2,6-difluoro-4-(tetrahydro-2H-pyran-3-yloxy)phenyl]-5-fluoropyridine-2-carboxylate). Reaction SMILES: [F:1][C:2]1[CH:3]=[C:4]([CH:12]=[C:13]([F:24])[C:14]=1B1OC(C)(C)C(C)(C)O1)[O:5][CH:6]1[CH2:11][CH2:10][CH2:9][O:8][CH2:7]1.Br[C:26]1[N:31]=[C:30]([C:32]([O:34][CH3:35])=[O:33])[CH:29]=[CH:28][C:27]=1[F:36].CCN(C(C)C)C(C)C>O1CCOCC1.O.CC(C)([P](C(C)(C)C)([Pd][P](C(C)(C)C)(C(C)(C)C)C(C)(C)C)C(C)(C)C)C>[F:24][C:13]1[CH:12]=[C:4]([O:5][CH:6]2[CH2:11][CH2:10][CH2:9][O:8][CH2:7]2)[CH:3]=[C:2]([F:1])[C:14]=1[C:26]1[N:31]=[C:30]([C:32]([O:34][CH3:35])=[O:33])[CH:29]=[CH:28][C:27]=1[F:36] |^1:55,61|. Reported procedure: A mixture of 3-[3,5-difluoro-4-(4,4,5,5-tetramethyl-1,3,2-dioxaborolan-2-yl)phenoxy]tetrahydro-2H-pyran (0.436 g, 1.28 mmol), methyl 6-bromo-5-fluoropyridine-2-carboxylate (0.300 g, 1.28 mmol) and DIPEA (0.67 mL, 3.8 mmol) in 1,4-dioxane (6 mL) and water (0.3 mL) was purged with nitrogen and then bis(tri-tert-butylphosphine)palladium (65.5 mg, 0.128 mmol) was added. The reaction mixture was sealed and heated at 120° C. for 40 min., then cooled and filtered through a pad of diatomaceous earth. Th... The reactants are CN1C(NC2=C1C=CC=C2)=S (1-methyl-1,3-dihydro-benzoimidazole-2-thione), CCN(C(C)C)C(C)C (DIPEA), ClCC=1N(C=C(N1)C1=CC=CC=C1)C (2-chloromethyl-1-methyl-4-phenyl-1H-imidazole). The solvent is CN(C)C=O (DMF). Reaction conditions: temperature 90 celsius. Product: CN1C(=NC2=C1C=CC=C2)S(C)CC=2NC=C(N2)C2=CC=CC=C2 (1-Methyl-2-(1-methyl-4-phenyl-1H-imidazol-2-ylmethylsulfanyl)-1H-benzoimidazole). RXN SMILES: [CH3:1][N:2]1[C:6]2[CH:7]=[CH:8][CH:9]=[CH:10][C:5]=2[NH:4][C:3]1=[S:11].[CH3:12]CN(C(C)C)C(C)C.Cl[CH2:22][C:23]1[N:24](C)[CH:25]=[C:26]([C:28]2[CH:33]=[CH:32][CH:31]=[CH:30][CH:29]=2)[N:27]=1>CN(C=O)C>[CH3:1][N:2]1[C:6]2[CH:7]=[CH:8][CH:9]=[CH:10][C:5]=2[N:4]=[C:3]1[SH:11]([CH2:22][C:23]1[NH:24][CH:25]=[C:26]([C:28]2[CH:33]=[CH:32][CH:31]=[CH:30][CH:29]=2)[N:27]=1)[CH3:12]. Procedure: To a solution of 1-methyl-1,3-dihydro-benzoimidazole-2-thione (28 mg, 0.18 mmol) in DMF (1.6 mL) was added DIPEA (80 μL, 0.44 mmol) and 2-chloromethyl-1-methyl-4-phenyl-1H-imidazole (40 mg, 0.19 mmol). The mixture was heated at 90° C. for 10 minutes using a microwave synthesizer. Volatiles were evaporated and the residue was purified by preparative LC-MS to yield the title compound. LC-MS: m/z=335.3 (MH+), tR=0.51 min, method C. Reactants: BrC=1C=2N(N=C(C1)C1=CC=CC=C1)C=CN2 (8-bromo-6-phenylimidazo[1,2-b]pyridazine), CC1(CN(CC1)C1=CC=CC(=N1)N)C (6-(3,3-dimethyl pyrrolidin-1-yl)pyridin-2-amine), C=1C=CC(=CC1)P(C=2C=CC=CC2)C3=CC=C4C=CC=CC4=C3C5=C6C=CC=CC6=CC=C5P(C=7C=CC=CC7)C=8C=CC=CC8 (BINAP), C(=O)([O-])[O-].[Cs+].[Cs+] (Cs2CO3). The reagents and catalysts are C=1C=CC(=CC1)/C=C/C(=O)/C=C/C2=CC=CC=C2.C=1C=CC(=CC1)/C=C/C(=O)/C=C/C2=CC=CC=C2.C=1C=CC(=CC1)/C=C/C(=O)/C=C/C2=CC=CC=C2.[Pd].[Pd] (Pd2(dba)3). The solvent is O1CCOCC1 (dioxane). Run at temperature 100 celsius. Yields the product CC1(CN(CC1)C1=CC=CC(=N1)NC=1C=2N(N=C(C1)C1=CC=CC=C1)C=CN2)C (N-(6-(3,3-dimethylpyrrolidin-1-yl)pyridin-2-yl)-6-phenylimidazo[1,2-b]pyridazin-8-amine). Yield: 25.3%. As a reaction SMILES: Br[C:2]1[C:3]2[N:4]([CH:14]=[CH:15][N:16]=2)[N:5]=[C:6]([C:8]2[CH:13]=[CH:12][CH:11]=[CH:10][CH:9]=2)[CH:7]=1.[CH3:17][C:18]1([CH3:30])[CH2:22][CH2:21][N:20]([C:23]2[N:28]=[C:27]([NH2:29])[CH:26]=[CH:25][CH:24]=2)[CH2:19]1.C1C=CC(P(C2C(C3C(P(C4C=CC=CC=4)C4C=CC=CC=4)=CC=C4C=3C=CC=C4)=C3C(C=CC=C3)=CC=2)C2C=CC=CC=2)=CC=1.C([O-])([O-])=O.[Cs+].[Cs+]>O1CCOCC1.C1C=CC(/C=C/C(/C=C/C2C=CC=CC=2)=O)=CC=1.C1C=CC(/C=C/C(/C=C/C2C=CC=CC=2)=O)=CC=1.C1C=CC(/C=C/C(/C=C/C2C=CC=CC=2)=O)=CC=1.[Pd].[Pd]>[CH3:17][C:18]1([CH3:30])[CH2:22][CH2:21][N:20]([C:23]2[N:28]=[C:27]([NH:29][C:2]3[C:3]4[N:4]([CH:14]=[CH:15][N:16]=4)[N:5]=[C:6]([C:8]4[CH:13]=[CH:12][CH:11]=[CH:10][CH:9]=4)[CH:7]=3)[CH:26]=[CH:25][CH:24]=2)[CH2:19]1 |f:3.4.5,7.8.9.10.11|. Reported procedure: A mixture of 8-bromo-6-phenylimidazo[1,2-b]pyridazine (0.10 g, 0.37 mmol), 6-(3,3-dimethyl pyrrolidin-1-yl)pyridin-2-amine (0.084 g, 0.44 mmol), Pd2(dba)3 (21 mg, 0.037 mmol), BINAP (92 mg, 0.148 mmol) and Cs2CO3 (0.362 g, 1.11 mmol) in dioxane (10 mL) was heated to 100° C. for 16 h in a sealed tube under N2 atmosphere then concentrated and the residue was purified by chromatography (silica gel, 10 g, 200˜300 mesh, ethyl acetate:petroleum ether=1:10) to afford N-(6-(3,3-dimethylpyrrolidin-1-yl)p... Starting materials: [Br-], CCCCO, COc1ccc(CCl)cc1, CCCC[N+](CCCC)(CCCC)CCCC, O=S([O-])c1ccc(Cl)cc1, [Na+]. Product: COc1ccc(CS(=O)(=O)c2ccc(Cl)cc2)cc1. Reaction SMILES: [Br-:22].[CH2:40]([OH:41])[CH2:42][CH2:43][CH3:44].[CH3:12][O:13][c:14]1[cH:15][cH:16][c:17]([CH2:18][Cl:19])[cH:20][cH:21]1.[CH3:23][CH2:24][CH2:25][CH2:26][N+:27]([CH2:28][CH2:29][CH2:30][CH3:31])([CH2:32][CH2:33][CH2:34][CH3:35])[CH2:36][CH2:37][CH2:38][CH3:39].[Cl:1][c:2]1[cH:3][cH:4][c:5]([S:8](=[O:9])[O-:10])[cH:6][cH:7]1.[Na+:11]>>[Cl:1][c:2]1[cH:3][cH:4][c:5]([S:8](=[O:9])(=[O:10])[CH2:18][c:17]2[cH:16][cH:15][c:14]([O:13][CH3:12])[cH:21][cH:20]2)[cH:6][cH:7]1. The reactants are C=CCOc1ccc(C(C)(C)C)cc1C(C(=O)O)c1ccccc1, CCCCCCCCCCCCCCCCCCO, CN(C)c1ccncc1, C(=NC1CCCCC1)=NC1CCCCC1, ClCCl. Yields the product C=CCOc1ccc(C(C)(C)C)cc1C(C(=O)OCCCCCCCCCCCCCCCCCC)c1ccccc1. RXN SMILES: [CH2:1]([CH:2]=[CH2:3])[O:4][c:5]1[c:6]([CH:15]([C:16](=[O:17])[OH:18])[c:19]2[cH:20][cH:21][cH:22][cH:23][cH:24]2)[cH:7][c:8]([C:11]([CH3:12])([CH3:13])[CH3:14])[cH:9][cH:10]1.[CH3:25][CH2:26][CH2:27][CH2:28][CH2:29][CH2:30][CH2:31][CH2:32][CH2:33][CH2:34][CH2:35][CH2:36][CH2:37][CH2:38][CH2:39][CH2:40][CH2:41][CH2:42][OH:43].[CH3:62][N:63]([CH3:64])[c:65]1[cH:66][cH:67][n:68][cH:69][cH:70]1.[CH:47]1([N:48]=[C:49]=[N:50][CH:51]2[CH2:52][CH2:53][CH2:54][CH2:55][CH2:56]2)[CH2:57][CH2:58][CH2:59][CH2:60][CH2:61]1.[Cl:44][CH2:45][Cl:46]>>[CH2:1]([CH:2]=[CH2:3])[O:4][c:5]1[c:6]([CH:15]([C:16](=[O:17])[O:18][CH2:42][CH2:41][CH2:40][CH2:39][CH2:38][CH2:37][CH2:36][CH2:35][CH2:34][CH2:33][CH2:32][CH2:31][CH2:30][CH2:29][CH2:28][CH2:27][CH2:26][CH3:25])[c:19]2[cH:20][cH:21][cH:22][cH:23][cH:24]2)[cH:7][c:8]([C:11]([CH3:12])([CH3:13])[CH3:14])[cH:9][cH:10]1. Reactants: NC=1C=C2CC3(C(NC4=NC=CC=C43)=O)CC2=CC1 (5-amino-1,3-dihydrospiro[indene-2,3′-pyrrolo[2,3-b]pyridin]-2′(1′H)-one), ClC1=CC(=NC=N1)C(=O)N1C(CC2=CC=CC=C12)CC ((6-chloro-pyrimidin-4-yl)-(2-ethyl-2,3-dihydro-indol-1-yl)-methanone), Cl (hydrochloric acid). Run in CC(C)O (2-propanol). Product: C(C)C1N(C2=CC=CC=C2C1)C(=O)C1=CC(=NC=N1)NC=1C=C2CC3(C(NC4=NC=CC=C43)=O)CC2=CC1 (5-(6-(2-ethylindoline-1-carbonyl)pyrimidin-4-ylamino)-1,3-dihydrospiro[indene-2,3′-pyrrolo[2,3-b]pyridin]-2′(1′H)-one). Reaction SMILES: [NH2:1][C:2]1[CH:3]=[C:4]2[C:17](=[CH:18][CH:19]=1)[CH2:16][C:6]1([C:14]3[C:9](=[N:10][CH:11]=[CH:12][CH:13]=3)[NH:8][C:7]1=[O:15])[CH2:5]2.Cl[C:21]1[N:26]=[CH:25][N:24]=[C:23]([C:27]([N:29]2[C:37]3[C:32](=[CH:33][CH:34]=[CH:35][CH:36]=3)[CH2:31][CH:30]2[CH2:38][CH3:39])=[O:28])[CH:22]=1.Cl>CC(O)C>[CH2:38]([CH:30]1[CH2:31][C:32]2[C:37](=[CH:36][CH:35]=[CH:34][CH:33]=2)[N:29]1[C:27]([C:23]1[N:24]=[CH:25][N:26]=[C:21]([NH:1][C:2]2[CH:3]=[C:4]3[C:17](=[CH:18][CH:19]=2)[CH2:16][C:6]2([C:14]4[C:9](=[N:10][CH:11]=[CH:12][CH:13]=4)[NH:8][C:7]2=[O:15])[CH2:5]3)[CH:22]=1)=[O:28])[CH3:39]. Procedure details: 103 mg (0.40 mmol) 5-amino-1,3-dihydrospiro[indene-2,3′-pyrrolo[2,3-b]pyridin]-2′(1′H)-one, 113 mg (0.40 mmol) (6-chloro-pyrimidin-4-yl)-(2-ethyl-2,3-dihydro-indol-1-yl)-methanone and 13 μL of a 4 molar aqueous hydrochloric acid solution were added to 2.0 mL of 2-propanol and the mixture was refluxed for 2 h. Then the reaction mixture was evaporated down and purified by preparative HPLC-MS. The product-containing fractions were combined and the organic solvent was evaporated down. The residue wa...